Dataset: the Open Reaction Database (ORD), a public repository of structured organic reaction records. Task: describe an organic reaction: reactants, conditions, products, and yield Reactants: [Na+].[Cl-] (NaCl), C(C#C)SC1=NC=C(C=N1)Cl (2-propargylthio-5-chloropyrimidine), [Se](=O)=O (selenium dioxide), OO (H2O2). Run in O (water), CO (methanol), O (water). Product: C(C#C)S(=O)C1=NC=C(C=N1)Cl (2-Propargylsulfinyl-5-chloropyrimidine). Yield: 63.0%. Reaction SMILES: [Se](=O)=O.[OH:4]O.[CH2:6]([S:9][C:10]1[N:15]=[CH:14][C:13]([Cl:16])=[CH:12][N:11]=1)[C:7]#[CH:8].[Na+].[Cl-]>O.CO>[CH2:6]([S:9]([C:10]1[N:15]=[CH:14][C:13]([Cl:16])=[CH:12][N:11]=1)=[O:4])[C:7]#[CH:8] |f:3.4|. Procedure details: A mixture of selenium dioxide (4 mmol) and 35% H2O2 (4 mmol) in water (2.5 ml) was added to a solution of 2-propargylthio-5-chloropyrimidine in methanol (10 ml). The mixture was stirred at room temperature for 18 h before water (50 ml), saturated with NaCl, was added and the mixture extracted with chloroform (3×20 ml). The dried (MgSO4) chloroform solution was evaporated and the residue recrystallized from chloroform: pet. ether; yield 63%, m.p. 92° C. 1H NMR (CDCl3): δ2.28 (HC≡t, J 2 Hz), 3.87 ... Yields the product CN(C(OC(C1=CC=CC=2OCOC21)C=2N(C(=C(N2)C2=CC=CC=C2)C=2SC=1N=CN=C(C1N2)N)C)=O)C ([5-(7-Amino[1,3]thiazolo[5,4-d]pyrimidin-2-yl)-1-methyl-4-phenyl-1H-imidazol-2-yl](1,3-benzodioxol-4-yl)methyl dimethylcarbamate). Reactants: CN(C(OC(C1=CC=CC=C1)C=1N(C(=C(N1)C1=CC=CC=C1)C=1SC=2N=CN=C(C2N1)N)C)=O)C ([5-(7-Amino[1,3]thiazolo[5,4-d]pyrimidin-2-yl)-1-methyl-4-phenyl-1H-imidazol-2-yl](phenyl)methyl dimethylcarbamate), C1OC2=C(C=O)C=CC=C2O1 (2,3-(methylenedioxy)benzaldehyde), oil. Procedure: The title compound was prepared by a similar process to that described for Intermediate 97 but using 2,3-(methylenedioxy)benzaldehyde in place of benzaldehyde. Pale yellow oil (65 mg, 82%); RXN SMILES: [CH3:1][N:2]([CH3:35])[C:3](=[O:34])[O:4][CH:5]([C:12]1[N:13]([CH3:33])[C:14]([C:23]2[S:24][C:25]3[N:26]=[CH:27][N:28]=[C:29]([NH2:32])[C:30]=3[N:31]=2)=[C:15]([C:17]2[CH:22]=[CH:21][CH:20]=[CH:19][CH:18]=2)[N:16]=1)[C:6]1[CH:11]=[CH:10][CH:9]=[CH:8][CH:7]=1.[CH2:36]1[O:46]C2C(=C(C=CC=2)C=O)[O:37]1>>[CH3:1][N:2]([CH3:35])[C:3](=[O:34])[O:4][CH:5]([C:12]1[N:13]([CH3:33])[C:14]([C:23]2[S:24][C:25]3[N:26]=[CH:27][N:28]=[C:29]([NH2:32])[C:30]=3[N:31]=2)=[C:15]([C:17]2[CH:22]=[CH:21][CH:20]=[CH:19][CH:18]=2)[N:16]=1)[C:6]1[C:7]2[O:46][CH2:36][O:37][C:8]=2[CH:9]=[CH:10][CH:11]=1.